This data is from the Open Reaction Database (ORD), a public repository of structured organic reaction records. The task is: describe an organic reaction: reactants, conditions, products, and yield Reactants: CC(C)(C)[Si](C)(C)OC1(c2ncc(-c3cc(Nc4nccc(C(F)(F)F)n4)cc([N+](=O)[O-])c3)s2)CCC1, CCOC(C)=O. Yields the product CC(C)(C)[Si](C)(C)OC1(c2ncc(-c3cc(N)cc(Nc4nccc(C(F)(F)F)n4)c3)s2)CCC1. RXN SMILES: [C:1]([CH3:2])([CH3:3])([CH3:4])[Si:5]([O:6][C:7]1([c:11]2[s:12][c:13](-[c:16]3[cH:17][c:18]([NH:25][c:26]4[n:27][cH:28][cH:29][c:30]([C:32]([F:33])([F:34])[F:35])[n:31]4)[cH:19][c:20]([N+:22]([O-:23])=[O:24])[cH:21]3)[cH:14][n:15]2)[CH2:8][CH2:9][CH2:10]1)([CH3:36])[CH3:37].[CH3:38][CH2:39][O:40][C:41](=[O:42])[CH3:43]>>[C:1]([CH3:2])([CH3:3])([CH3:4])[Si:5]([O:6][C:7]1([c:11]2[s:12][c:13](-[c:16]3[cH:17][c:18]([NH:25][c:26]4[n:27][cH:28][cH:29][c:30]([C:32]([F:33])([F:34])[F:35])[n:31]4)[cH:19][c:20]([NH2:22])[cH:21]3)[cH:14][n:15]2)[CH2:8][CH2:9][CH2:10]1)([CH3:36])[CH3:37]. Procedure: 8-chlorodibenz[b,f][1,4]oxazepine-10(11H)-carboxylic acid, 2-[5-(2-pyridyl)thienylcarbonyl]hydrazide (62) was prepared in the manner described in Example 7 on a 10 mmol scale from 8-chlorodibenz[b,f][1,4]oxazepine-10(11H)-carboxylic acid, hydrazide (1), prepared as described above in Example 1, and 5-(2-pyridyl)thiophene-2-carboxylic acid. The yield of product was 1.33 g (28%). Analysis calculated for C24H17N4O3SCl (M.W. 476.95): C, 60.44; H, 3.59; N, 11.75; Cl, 7.43; S, 6.72. Found: C, 60.18; H... Starting materials: ClC1=CC2=C(OC3=C(CN2C(=O)NN)C=CC=C3)C=C1 (8-chlorodibenz[b,f][1,41oxazepine-10(11H)-carboxylic acid, hydrazide), N1=C(C=CC=C1)C1=CC=C(S1)C(=O)O (5-(2-pyridyl)thiophene-2-carboxylic acid). As a reaction SMILES: [Cl:1][C:2]1[CH:20]=[CH:19][C:5]2[O:6][C:7]3[CH:18]=[CH:17][CH:16]=[CH:15][C:8]=3[CH2:9][N:10]([C:11]([NH:13][NH2:14])=[O:12])[C:4]=2[CH:3]=1.[N:21]1[CH:26]=[CH:25][CH:24]=[CH:23][C:22]=1[C:27]1[S:31][C:30]([C:32](O)=[O:33])=[CH:29][CH:28]=1>>[N:21]1[CH:26]=[CH:25][CH:24]=[CH:23][C:22]=1[C:27]1[S:31][C:30]([C:32]([NH:14][NH:13][C:11]([N:10]2[CH2:9][C:8]3[CH:15]=[CH:16][CH:17]=[CH:18][C:7]=3[O:6][C:5]3[CH:19]=[CH:20][C:2]([Cl:1])=[CH:3][C:4]2=3)=[O:12])=[O:33])=[CH:29][CH:28]=1. Product: N1=C(C=CC=C1)C1=CC=C(S1)C(=O)NNC(=O)N1C2=C(OC3=C(C1)C=CC=C3)C=CC(=C2)Cl (8-chlorodibenz[b,f][1,4]oxazepine-10(11H)-carboxylic acid, 2-[5-(2-pyridyl)thienylcarbonyl]hydrazide).